describe an organic reaction: reactants, conditions, products, and yield From a dataset of the Open Reaction Database (ORD), a public repository of structured organic reaction records. Reactants: COC(=O)CO, CCc1cc2c(Cl)nc(SC)nc2n1Cc1cccc(F)c1, [H-], [Na+], c1ccccc1. The product is CCc1cc2c(OCC(=O)OC)nc(SC)nc2n1Cc1cccc(F)c1. RXN SMILES: [C:3]([CH2:4][OH:5])(=[O:6])[O:7][CH3:8].[CH3:9][S:10][c:11]1[n:12][c:13]([Cl:30])[c:14]2[c:15]([n:16]1)[n:17]([CH2:22][c:23]1[cH:24][c:25]([F:29])[cH:26][cH:27][cH:28]1)[c:18]([CH2:20][CH3:21])[cH:19]2.[H-:1].[Na+:2].[cH:31]1[cH:32][cH:33][cH:34][cH:35][cH:36]1>>[C:3]([CH2:4][O:5][c:13]1[n:12][c:11]([S:10][CH3:9])[n:16][c:15]2[c:14]1[cH:19][c:18]([CH2:20][CH3:21])[n:17]2[CH2:22][c:23]1[cH:24][c:25]([F:29])[cH:26][cH:27][cH:28]1)(=[O:6])[O:7][CH3:8]. Starting materials: ClCC(=O)NC1=CC=C(C=C1)/C=C/C(=O)O ((E)-3-(4-Chloroacetylaminophenyl)acrylic acid), [C@@H]12NCC[C@H]2NC1=O ((1S,5R)-2,6-diazabicyclo[3.2.0]heptan-7-one), CN1CCOCC1 (N-methylmorpholine), ClC(=O)OCC(C)C (isobutyl chloroformate). Run in O1CCCC1 (tetrahydrofuran), CN(C=O)C (dimethylformamide), ClCCl (dichloromethane). Conditions: temperature -10 celsius, time 30 minute. Yields the product ClCC(=O)NC1=CC=C(C=C1)\C=C\C(N1[C@@H]2C(N[C@@H]2CC1)=O)=O ((1S,5R)-(E)-2-Chloro-N-[4-[3-oxo-3-(7-oxo-2,6-diazabicyclo[3.2.0]hept-2-yl)propenyl]phenyl]acetamide). Reaction SMILES: [Cl:1][CH2:2][C:3]([NH:5][C:6]1[CH:11]=[CH:10][C:9](/[CH:12]=[CH:13]/[C:14]([OH:16])=O)=[CH:8][CH:7]=1)=[O:4].CN1CCOCC1.ClC(OCC(C)C)=O.[C@@H:32]12[C:38](=[O:39])[NH:37][C@@H:36]1[CH2:35][CH2:34][NH:33]2>O1CCCC1.ClCCl.CN(C)C=O>[Cl:1][CH2:2][C:3]([NH:5][C:6]1[CH:7]=[CH:8][C:9](/[CH:12]=[CH:13]/[C:14](=[O:16])[N:33]2[CH2:34][CH2:35][C@@H:36]3[C@H:32]2[C:38](=[O:39])[NH:37]3)=[CH:10][CH:11]=1)=[O:4]. Procedure details: (E)-3-(4-Chloroacetylaminophenyl)acrylic acid (1.44 g, 6.0 mmol) was suspended in 50 ml of tetrahydrofuran, treated with 0.66 ml (6.0 mmol) of N-methylmorpholine and cooled to −10° C. Subsequently, 0.8 ml (6.0 mmol) of isobutyl chloroformate was added dropwise thereto, the mixture was stirred for 30 minutes while cooling and then, at room temperature overnight. The solvent was removed in a vacuum, the residue was taken up in ethyl acetate and extracted twice with water and once with saturated aq... Starting materials: CCO, [K+], [OH-], O, CCOC(=O)c1ccccc1C=Cc1c(-c2ccccc2)nn(C)c1Cl. Yields the product Cn1nc(-c2ccccc2)c(C=Cc2ccccc2C(=O)O)c1Cl. RXN SMILES: [CH3:29][CH2:30][OH:31].[K+:28].[OH-:27].[OH2:32].[c:1]1(-[c:7]2[n:8][n:9]([CH3:26])[c:10]([Cl:25])[c:11]2[CH:12]=[CH:13][c:14]2[c:15]([C:16](=[O:17])[O:18][CH2:19][CH3:20])[cH:21][cH:22][cH:23][cH:24]2)[cH:2][cH:3][cH:4][cH:5][cH:6]1>>[c:1]1(-[c:7]2[n:8][n:9]([CH3:26])[c:10]([Cl:25])[c:11]2[CH:12]=[CH:13][c:14]2[c:15]([C:16](=[O:17])[OH:18])[cH:21][cH:22][cH:23][cH:24]2)[cH:2][cH:3][cH:4][cH:5][cH:6]1. Reported procedure: 13.6 g (0.1 mol) of 2-cyclopropyl-4-hydroxy-pyrimidine were added to a solution of 5.6 g (0.1 mol) of potassium hydroxide in 100 ml of water. 16 g (0.1 mol) of bromine were then added dropwise at 15°-20° C., with slight cooling, and the mixture was stirred for a further hour at room temperature. The product which had precipitated was filtered off and rinsed with water. 15 g (70% of theory) of 2-cyclopropyl-4-hydroxy-5-bromo-pyrimidine were thus obtained in the form of colorless crystals of melti... Starting materials: C1(CC1)C1=NC=CC(=N1)O (2-cyclopropyl-4-hydroxy-pyrimidine), [OH-].[K+] (potassium hydroxide), BrBr (bromine). As a reaction SMILES: [CH:1]1([C:4]2[N:9]=[C:8]([OH:10])[CH:7]=[CH:6][N:5]=2)[CH2:3][CH2:2]1.[OH-].[K+].[Br:13]Br>O>[CH:1]1([C:4]2[N:9]=[C:8]([OH:10])[C:7]([Br:13])=[CH:6][N:5]=2)[CH2:3][CH2:2]1 |f:1.2|. Isolated yield 69.8%. Run in O (water). The product is C1(CC1)C1=NC=C(C(=N1)O)Br (2-cyclopropyl-4-hydroxy-5-bromo-pyrimidine). Starting materials: ON=CC1=NN(C=N1)C (3-(hydroxyimino)methyl-1-methyl-1,2,4-triazole), IC (iodomethane). Solvent: O1CCCC1 (tetrahydrofuran), CN(C=O)C (dimethylformamide). Run at temperature 35 celsius, time 4 day. Yields the product [I-].C[N+]=1N=C(N(C1)C)C=NO (1,4-dimethyl-3-(hydroxyimino)methyl-1,2,4-triazolium iodide). RXN SMILES: [OH:1][N:2]=[CH:3][C:4]1[N:8]=[CH:7][N:6]([CH3:9])[N:5]=1.[I:10][CH3:11]>CN(C)C=O.O1CCCC1>[I-:10].[CH3:9][N+:6]1[N:5]=[C:4]([CH:3]=[N:2][OH:1])[N:8]([CH3:11])[CH:7]=1 |f:4.5|. Procedure details: A solution formed of 3.0 grams of the 3-(hydroxyimino)methyl-1-methyl-1,2,4-triazole made above in 20 ml of dry dimethylformamide was treated with 2.96 ml of iodomethane in 40 ml of dry tetrahydrofuran. After stirring under exclusion of light for four days at 35° C., the mixture was filtered to provide 5.41 grams of 1,4-dimethyl-3-(hydroxyimino)methyl-1,2,4-triazolium iodide as a colorless solid melting at 187° C. with decomposition. This salt was ion exchanged in Amberlite Cl- anion exchange re... The reactants are FC1=CC=C(CN2N=CN(C2=O)C2=CC(=C(S2)C(=O)OCC)C)C=C1 (ethyl 5-(1-(4-fluorobenzyl)-5-oxo-1H-1,2,4-triazol-4(5H)-yl)-3-methylthiophene-2-carboxylate), C(C1=CC=CC=C1)N1N=CN(C1=O)C1=CC(=C(S1)C(=O)OCC)C (ethyl 5-(1-benzyl-5-oxo-1H-1,2,4-triazol-4(5H)-yl)-3-methylthiophene-2-carboxylate). Product: C(C1=CC=CC=C1)N1N=CN(C1=O)C1=CC(=C(S1)C(=O)O)C (5-(1-benzyl-5-oxo-1H-1,2,4-triazol-4(5H)-yl)-3-methylthiophene-2-carboxylic acid). The yield is 86.0%. As a reaction SMILES: F[C:2]1[CH:25]=[CH:24][C:5]([CH2:6][N:7]2[C:11](=[O:12])[N:10]([C:13]3[S:17][C:16]([C:18]([O:20]CC)=[O:19])=[C:15]([CH3:23])[CH:14]=3)[CH:9]=[N:8]2)=[CH:4][CH:3]=1.C(N1C(=O)N(C2SC(C(OCC)=O)=C(C)C=2)C=N1)C1C=CC=CC=1>>[CH2:6]([N:7]1[C:11](=[O:12])[N:10]([C:13]2[S:17][C:16]([C:18]([OH:20])=[O:19])=[C:15]([CH3:23])[CH:14]=2)[CH:9]=[N:8]1)[C:5]1[CH:24]=[CH:25][CH:2]=[CH:3][CH:4]=1. Reported procedure: Following the procedure as described in Example 30, making variations as required to replace ethyl 5-(1-(4-fluorobenzyl)-5-oxo-1H-1,2,4-triazol-4(5H)-yl)-3-methylthiophene-2-carboxylate with ethyl 5-(1-benzyl-5-oxo-1H-1,2,4-triazol-4(5H)-yl)-3-methylthiophene-2-carboxylate, the title compound was obtained as a colorless solid in 86% yield: 1H NMR (300 MHz, DMSO-d6) δ 12.99 (br s, 1H), 8.75 (s, 1H), 7.40-7.24 (m, 6H), 4.97 (s, 2H), 2.46 (s, 3H); MS (ES−) m/z 314.2 (M−1). Yields the product O=C(CCSSCCC(=O)N1C(CCC2=CC=CC=C12)C(=O)O)N1C(CCC2=CC=CC=C12)C(=O)O (dithiobis(1-oxo-3,1-propanediyl]-bis-1,2,3,4-tetrahydro-2-quinolinecarboxylic acid). Run in O (water), C(C)O (ethanol). RXN SMILES: S[CH2:2][CH2:3][C:4]([N:6]1[C:15]2[C:10](=[CH:11][CH:12]=[CH:13][CH:14]=2)[CH2:9][CH2:8][CH:7]1[C:16]([OH:18])=[O:17])=[O:5].[OH-:19].[Na+].II.[S:23]([O-])([O-])(=O)=[S:24].[Na+].[Na+].Cl>O.C(O)C>[O:5]=[C:4]([N:6]1[C:15]2[C:10](=[CH:11][CH:12]=[CH:13][CH:14]=2)[CH2:9][CH2:8][CH:7]1[C:16]([OH:18])=[O:17])[CH2:3][CH2:2][S:23][S:24][CH2:2][CH2:3][C:4]([N:6]1[C:15]2[C:10](=[CH:11][CH:12]=[CH:13][CH:14]=2)[CH2:9][CH2:8][CH:7]1[C:16]([OH:18])=[O:17])=[O:19] |f:1.2,4.5.6|. Procedure: (±)-1,2,3,4-Tetrahydro-1-(3-mercapto-1-oxopropyl)-2-quinolinecarboxylic acid (13.27 g) was suspended in water (125 ml) and the pH was adjusted to 6-7 by the addition of 2 N sodium hydroxide. To the resulting clear solution was added 0.5 M iodine in 95% ethanol dropwise while maintaining the pH at 6.5 by the slow addition of 2 N sodium hydroxide. When a yellow color remained for at least five minutes, addition of the iodine solution was termined and the color was discharged with saturated aqueous... Reactants: SCCC(=O)N1C(CCC2=CC=CC=C12)C(=O)O ((±)-1,2,3,4-Tetrahydro-1-(3-mercapto-1-oxopropyl)-2-quinolinecarboxylic acid), [OH-].[Na+] (sodium hydroxide), II (iodine), Cl (hydrochloric acid), [OH-].[Na+] (sodium hydroxide), II (iodine), S(=S)(=O)([O-])[O-].[Na+].[Na+] (sodium thiosulfate). The reactants are [F-].C(CCC)[N+](CCCC)(CCCC)CCCC (tetrabutylammonium fluoride), C(C)(C)(C)[SiH2]OC(C1(COC1)N1C=C(C2=C1N=CN=C2)C(=O)C=2C=C(C=NC2)NC(CC2=CC=C(C=C2)Cl)=O)(C)C (N-(5-{7-[3-(tert-Butyl-dimethyl-silanyloxymethyl)-oxetan-3-yl]-7H-pyrrolo[2,3-d]pyrimidine-5-carbonyl}-pyridin-3-yl)-2-(4-chloro-phenyl)-acetamide), solution. Run in C1CCOC1 (THF), C1CCOC1 (THF). Conditions: time 30 minute. Product: ClC1=CC=C(C=C1)CC(=O)NC=1C=NC=C(C1)C(=O)C1=CN(C=2N=CN=CC21)C2(COC2)CO (2-(4-Chloro-phenyl)-N-{5-[7-(3-hydroxymethyl-oxetan-3-yl)-7H-pyrrolo[2,3-d]pyrimidine-5-carbonyl]-pyridin-3-yl}-acetamide). As a reaction SMILES: C([SiH2][O:6][C:7](C)(C)[C:8]1([N:12]2[C:16]3[N:17]=[CH:18][N:19]=[CH:20][C:15]=3[C:14]([C:21]([C:23]3[CH:24]=[C:25]([NH:29][C:30](=[O:39])[CH2:31][C:32]4[CH:37]=[CH:36][C:35]([Cl:38])=[CH:34][CH:33]=4)[CH:26]=[N:27][CH:28]=3)=[O:22])=[CH:13]2)[CH2:11][O:10][CH2:9]1)(C)(C)C.[F-].C([N+](CCCC)(CCCC)CCCC)CCC>C1COCC1>[Cl:38][C:35]1[CH:36]=[CH:37][C:32]([CH2:31][C:30]([NH:29][C:25]2[CH:26]=[N:27][CH:28]=[C:23]([C:21]([C:14]3[C:15]4[CH:20]=[N:19][CH:18]=[N:17][C:16]=4[N:12]([C:8]4([CH2:7][OH:6])[CH2:11][O:10][CH2:9]4)[CH:13]=3)=[O:22])[CH:24]=2)=[O:39])=[CH:33][CH:34]=1 |f:1.2|. Reported procedure: N-(5-{7-[3-(tert-Butyl-dimethyl-silanyloxymethyl)-oxetan-3-yl]-7H-pyrrolo[2,3-d]pyrimidine-5-carbonyl}-pyridin-3-yl)-2-(4-chloro-phenyl)-acetamide (Preparation 203 mg, 0.059 mmol) was dissolved in dry THF (0.5 mL) and tetrabutylammonium fluoride (0.065 mL of a 1M solution in THF, 0.065 mmol.) was added. The reaction was stirred for 30 min at room temperature. The mixture was partitioned between water and EtOAc. The layers were separated and the aqueous layer was extracted twice with EtOAc. The c... Starting materials: C1=CC(=CC=C1CCCC(=O)O)N(CCCl)CCCl (Chlorambucil), C1(CCCCC1)N=C=NC1CCCCC1 (dicyclohexylcarbodiimide), C(Cl)(Cl)Cl.O1CCCC1 (chloroform tetrahydrofuran), OCCNC(=O)C=1C=NC=CC1 (N-(2-hydroxyethyl)-3-pyridinecarboxamide). Reagents/catalysts: CN(C1=CC=NC=C1)C (4-(dimethylamino)pyridine). Solvent: C(C)#N (acetonitrile), C(C)#N (acetonitrile), C(C)#N (Acetonitrile). Reaction conditions: time 8 hour. Yields the product ClCCN(CCCC(=O)OCCNC(=O)C=1C=NC=CC1)CCCl (N-(2-{4-[Bis(2-chloroethyl)amino]butanoyloxy}ethyl)-3-pyridinecarboxamide), solid. The yield is 82.7%. RXN SMILES: C1[C:6](CCCC(O)=O)=[CH:5][CH:4]=[C:3]([N:13]([CH2:17][CH2:18][Cl:19])[CH2:14][CH2:15][Cl:16])C=1.[OH:20][CH2:21][CH2:22][NH:23][C:24]([C:26]1[CH:27]=[N:28][CH:29]=[CH:30][CH:31]=1)=[O:25].C1(N=C=NC2CCCCC2)CCCCC1.C(Cl)(Cl)Cl.[O:51]1CCCC1>C(#N)C.CN(C)C1C=CN=CC=1>[Cl:19][CH2:18][CH2:17][N:13]([CH2:14][CH2:15][Cl:16])[CH2:3][CH2:4][CH2:5][C:6]([O:20][CH2:21][CH2:22][NH:23][C:24]([C:26]1[CH:27]=[N:28][CH:29]=[CH:30][CH:31]=1)=[O:25])=[O:51] |f:3.4|. Procedure: Chlorambucil (20 g, 0.0657 mol) was dissolved in 800 mL of dry acetonitrile, then 13.1 g (0.079 mol) of N-(2-hydroxyethyl)-3-pyridinecarboxamide were added. Acetonitrile was added until the solution was clear. The total volume of acetonitrile used at this stage was 850 mL. To the stirred solution, maintained over argon, there were added 1.492 g (0.0723 mol) of dicyclohexylcarbodiimide and 0.802 g (0.0066 mol) of 4-(dimethylamino)pyridine (DMAP). The reaction mixture was stirred overnight at room...